Dataset: the Open Reaction Database (ORD), a public repository of structured organic reaction records. Task: describe an organic reaction: reactants, conditions, products, and yield Reactants: N#CCCCBr, CC[O-], CCO, [Na+], O=Cc1ccc(O)cc1. The product is N#CCCCOc1ccc(C=O)cc1. As a reaction SMILES: [Br:14][CH2:15][CH2:16][CH2:17][C:18]#[N:19].[CH3:10][CH2:11][O-:12].[CH3:20][CH2:21][OH:22].[Na+:13].[OH:1][c:2]1[cH:3][cH:4][c:5]([CH:6]=[O:7])[cH:8][cH:9]1>>[O:1]([c:2]1[cH:3][cH:4][c:5]([CH:6]=[O:7])[cH:8][cH:9]1)[CH2:15][CH2:16][CH2:17][C:18]#[N:19]. Starting materials: C(C)C(CCCC1=CC(=C(C(=C1)OC)OC)OC)(C=1SC=CC1)[N+]#[C-] (1-ethyl-4-(3,4,5-trimethoxyphenyl)-1-(2-thienyl)butyl isocyanide), [H-].[Al+3].[Li+].[H-].[H-].[H-] (lithium aluminum hydride). Solvent: O1CCCC1 (tetrahydrofuran), O1CCCC1 (tetrahydrofuran). Conditions: time 16 hour. The product is C(C)C(CCCC1=CC(=C(C(=C1)OC)OC)OC)(C=1SC=CC1)NC (1-ethyl-4-(3,4,5-trimethoxyphenyl)-1-(2-thienyl)-N-methylbutylamine). Isolated yield 60.0%. Reaction SMILES: [CH2:1]([C:3]([N+:24]#[C-:25])([C:19]1[S:20][CH:21]=[CH:22][CH:23]=1)[CH2:4][CH2:5][CH2:6][C:7]1[CH:12]=[C:11]([O:13][CH3:14])[C:10]([O:15][CH3:16])=[C:9]([O:17][CH3:18])[CH:8]=1)[CH3:2].[H-].[Al+3].[Li+].[H-].[H-].[H-]>O1CCCC1>[CH2:1]([C:3]([NH:24][CH3:25])([C:19]1[S:20][CH:21]=[CH:22][CH:23]=1)[CH2:4][CH2:5][CH2:6][C:7]1[CH:8]=[C:9]([O:17][CH3:18])[C:10]([O:15][CH3:16])=[C:11]([O:13][CH3:14])[CH:12]=1)[CH3:2] |f:1.2.3.4.5.6|. Reported procedure: A solution of 2.8 g of 1-ethyl-4-(3,4,5-trimethoxyphenyl)-1-(2-thienyl)butyl isocyanide in 10 ml of tetrahydrofuran is added dropwise to a suspension of 0.6 g of lithium aluminum hydride in 5 ml of tetrahydrofuran under ice-cooling and the mixture is stirred at room temperature for 16 hours. To the reaction mixture are added successively, 0.6 ml of water, 0.6 ml of an aqueous 15% sodium hydroxide solution and 1.8 ml of water, and the insoluble materials are removed by filtration. The filtrate is... Starting materials: NCC(CCC)(O)C1=CC(=C(C=C1)OC)OC (5-amino-4-(3,4-dimethoxyphenyl)-4-pentanol), CN(C=O)C (dimethylformamide), C(=O)(C=1NC=CN1)C=1NC=CN1 (carbonyl diimidazole). Solvent: O1CCCC1 (tetrahydrofuran). Yields the product COC=1C=C(C=CC1OC)C1(CNC(O1)=O)CCC (5-(3,4-Dimethoxyphenyl)-5-propyl-2-oxazolidinone). As a reaction SMILES: [NH2:1][CH2:2][C:3]([C:8]1[CH:13]=[CH:12][C:11]([O:14][CH3:15])=[C:10]([O:16][CH3:17])[CH:9]=1)([OH:7])[CH2:4][CH2:5][CH3:6].CN(C)[CH:20]=[O:21].C(C1NC=CN=1)(C1NC=CN=1)=O>O1CCCC1>[CH3:17][O:16][C:10]1[CH:9]=[C:8]([C:3]2([CH2:4][CH2:5][CH3:6])[O:7][C:20](=[O:21])[NH:1][CH2:2]2)[CH:13]=[CH:12][C:11]=1[O:14][CH3:15]. Reported procedure: 17.35 mmol of 5-amino-4-(3,4-dimethoxyphenyl)-4-pentanol is dissolved in 10 ml. of absolute dimethylformamide and reacted with 18.3 mmol of 98% strength carbonyl diimidazole in 100 ml. of absolute tetrahydrofuran for 4 days at room temperature under the exclusion of moisture. After the solvent has been distilled off, the residue is taken up in ethyl acetate, extracted twice with 1 N hydrochloric acid, and washed neutral with saturated sodium chloride solution. The thus-obtained oil is purified b... Starting materials: CC12CC(c3ccc([N+](=O)[O-])cc3)(C1)C(=O)NC2=O, CCO, COCCO. Reaction SMILES: [CH3:1][C:2]12[C:3](=[O:19])[NH:4][C:5](=[O:18])[C:6]([c:9]3[cH:10][cH:11][c:12]([N+:15]([O-:16])=[O:17])[cH:13][cH:14]3)([CH2:7]1)[CH2:8]2.[CH3:20][CH2:21][OH:22].[CH3:23][O:24][CH2:25][CH2:26][OH:27]>>[CH3:1][C:2]12[C:3](=[O:19])[NH:4][C:5](=[O:18])[C:6]([c:9]3[cH:10][cH:11][c:12]([NH2:15])[cH:13][cH:14]3)([CH2:7]1)[CH2:8]2. Product: CC12CC(c3ccc(N)cc3)(C1)C(=O)NC2=O. Procedure details: In analogy to examples 31.5 and 31.6, trans-Methanesulfonic acid 4-(4-methylamino-cyclohexyl)-butyl ester-trifluoro-acetic acid and 4-trifluoromethyl-phenyl-sulfonylchloride were reacted, followed by treatment with dimethlamine to give trans-N-[4-(4-Dimethylamino-butyl)-cyclohexyl]-N-methyl-4-trifluoromethyl-benzenesulfonamide, MS: 421 (MH+). Starting materials: CN[C@@H]1CC[C@H](CC1)CCCCOS(=O)(=O)C.FC(C(=O)O)(F)F (trans-Methanesulfonic acid 4-(4-methylamino-cyclohexyl)-butyl ester trifluoro-acetic acid), FC(C1=CC=C(C=C1)S(=O)(=O)Cl)(F)F (4-trifluoromethyl-phenyl-sulfonylchloride), CNC (dimethlamine). Yields the product CN(CCCC[C@@H]1CC[C@H](CC1)N(S(=O)(=O)C1=CC=C(C=C1)C(F)(F)F)C)C (trans-N-[4-(4-Dimethylamino-butyl)-cyclohexyl]-N-methyl-4-trifluoromethyl-benzenesulfonamide). Reaction SMILES: [CH3:1][NH:2][C@H:3]1[CH2:8][CH2:7][C@H:6]([CH2:9][CH2:10][CH2:11][CH2:12]OS(C)(=O)=O)[CH2:5][CH2:4]1.FC(F)(F)C(O)=O.[F:25][C:26]([F:38])([F:37])[C:27]1[CH:32]=[CH:31][C:30]([S:33](Cl)(=[O:35])=[O:34])=[CH:29][CH:28]=1.[CH3:39][NH:40][CH3:41]>>[CH3:39][N:40]([CH3:41])[CH2:12][CH2:11][CH2:10][CH2:9][C@H:6]1[CH2:5][CH2:4][C@H:3]([N:2]([CH3:1])[S:33]([C:30]2[CH:31]=[CH:32][C:27]([C:26]([F:38])([F:37])[F:25])=[CH:28][CH:29]=2)(=[O:35])=[O:34])[CH2:8][CH2:7]1 |f:0.1|. Starting materials: [H-].[Na+] (Sodium hydride), [I-].C[S+](=O)(C)C (trimethylsulphoxonium iodide), CC(C)(C)S(=O)/N=C/C1=CC=C(C=C1)S(=O)(=O)CCC (2-Methyl-N-{(1E)-[4-(propylsulphonyl)phenyl]methylene}propane-2-sulphinamide). Solvent: CS(=O)C (DMSO). Conditions: time 1 hour. Product: C(C)(C)(C)S(=O)N1C(C1)C1=CC=C(C=C1)S(=O)(=O)CCC (1(tert-Butylsulphinyl)-2-[4-(propylsulphonyl)phenyl]aziridine). Isolated yield 78.3%. RXN SMILES: [H-].[Na+].[I-].[CH3:4][S+](C)(C)=O.[CH3:9][C:10]([S:13](/[N:15]=[CH:16]/[C:17]1[CH:22]=[CH:21][C:20]([S:23]([CH2:26][CH2:27][CH3:28])(=[O:25])=[O:24])=[CH:19][CH:18]=1)=[O:14])([CH3:12])[CH3:11]>CS(C)=O>[C:10]([S:13]([N:15]1[CH2:4][CH:16]1[C:17]1[CH:18]=[CH:19][C:20]([S:23]([CH2:26][CH2:27][CH3:28])(=[O:25])=[O:24])=[CH:21][CH:22]=1)=[O:14])([CH3:9])([CH3:11])[CH3:12] |f:0.1,2.3|. Reported procedure: Sodium hydride (0.33 g of a 60% dispersion in mineral oil, 8.37 mmol) was added portionwise to a stirred solution of trimethylsulphoxonium iodide (1.84 g, 8.37 mmol) in DMSO (30 mL). The mixture was stirred at room temperature for 1 h by which time effervescence had ceased and the mixture was mostly clear. 2-Methyl-N-{(1E)-[4-(propylsulphonyl)phenyl]methylene}propane-2-sulphinamide (1.76 g, 5.58 mmol) was added and the resulting solution stirred at room temperature overnight. The reaction mixtur... Reactants: C1CCOC1, Cl, [Li+], C=CCC(C(=O)OC)N1CCCC1=O, [OH-], O. Product: C=CCC(C(=O)O)N1CCCC1=O. As a reaction SMILES: [CH2:19]1[O:20][CH2:21][CH2:22][CH2:23]1.[ClH:17].[Li+:2].[O:3]=[C:4]1[N:5]([CH:9]([C:10](=[O:11])[O:12][CH3:13])[CH2:14][CH:15]=[CH2:16])[CH2:6][CH2:7][CH2:8]1.[OH-:1].[OH2:18]>>[O:3]=[C:4]1[N:5]([CH:9]([C:10](=[O:11])[OH:12])[CH2:14][CH:15]=[CH2:16])[CH2:6][CH2:7][CH2:8]1.